This data is from the Open Reaction Database (ORD), a public repository of structured organic reaction records. The task is: describe an organic reaction: reactants, conditions, products, and yield RXN SMILES: Br[CH2:2][C:3]([C:5]1[CH:10]=[CH:9][CH:8]=[C:7]([Br:11])[N:6]=1)=[O:4].N([O-])=[O:13].[Na+]>CN(C)C=O.C(OCC)(=O)C>[Br:11][C:7]1[N:6]=[C:5]([C:3](=[O:4])[CH2:2][OH:13])[CH:10]=[CH:9][CH:8]=1 |f:1.2|. Reported procedure: To a solution of 2-bromo-1-(6-bromopyridin-2-yl)ethanone (500 mg, 1.79 mmol) in dimethylformamide (11.5 mL) was added sodium nitrite (124 mg, 1.79 mmol). After 14 hours, the reaction was diluted with ethyl acetate (200 mL) and washed with saturated aqueous sodium bicarbonate (100 mL), water (2×100 mL), and brine (100 mL). The organic layer was dried over sodium sulfate, filtered, and concentrated to give the title compound. 1H NMR (600 MHz, DMSO): δ 7.94 (m, 2H), 7.91 (m, 1H), 5.07 (t, J=5.9 Hz,... Solvent: C(C)(=O)OCC (ethyl acetate), CN(C=O)C (dimethylformamide). The reactants are BrCC(=O)C1=NC(=CC=C1)Br (2-bromo-1-(6-bromopyridin-2-yl)ethanone), N(=O)[O-].[Na+] (sodium nitrite). Product: BrC1=CC=CC(=N1)C(CO)=O (1-(6-Bromopyridin-2-yl)-2-hydroxyethanone). Run at time 14 hour. The reactants are CC(=O)C=CC=C(C)CCC=C(C)CCC=C(C)C, CCCCCC, CCOC(=O)CP(=O)(OCC)OCC, [H-], [Na+]. Product: CCOC(=O)C=C(C)C=CC=C(C)CCC=C(C)CCC=C(C)C. Reaction SMILES: [CH3:17][C:18](=[CH:19][CH:20]=[CH:21][C:22]([CH3:23])=[O:24])[CH2:25][CH2:26][CH:27]=[C:28]([CH2:29][CH2:30][CH:31]=[C:32]([CH3:33])[CH3:34])[CH3:35].[CH3:36][CH2:37][CH2:38][CH2:39][CH2:40][CH3:41].[CH3:3][CH2:4][O:5][C:6](=[O:7])[CH2:8][P:9]([O:10][CH2:11][CH3:12])([O:13][CH2:14][CH3:15])=[O:16].[H-:1].[Na+:2]>>[CH3:3][CH2:4][O:5][C:6](=[O:7])[CH:8]=[C:22]([CH:21]=[CH:20][CH:19]=[C:18]([CH3:17])[CH2:25][CH2:26][CH:27]=[C:28]([CH2:29][CH2:30][CH:31]=[C:32]([CH3:33])[CH3:34])[CH3:35])[CH3:23]. Starting materials: [N+](=O)([O-])C1=CC=C(C=C1)[C@H]1[C@@H](C1)C(=O)O (trans-2-(4-nitrophenyl)cyclopropanecarboxylic acid), C(CCCCCCCCC)N (decylamine). Product: C(CCCCCCCCC)NC(=O)[C@H]1[C@@H](C1)C1=CC=C(C=C1)[N+](=O)[O-] (trans-N-Decyl-2-(4-nitrophenyl)cyclopropanecarboxamide). Isolated yield 98.0%. As a reaction SMILES: [N+:1]([C:4]1[CH:9]=[CH:8][C:7]([C@@H:10]2[CH2:12][C@H:11]2[C:13]([OH:15])=O)=[CH:6][CH:5]=1)([O-:3])=[O:2].[CH2:16]([NH2:26])[CH2:17][CH2:18][CH2:19][CH2:20][CH2:21][CH2:22][CH2:23][CH2:24][CH3:25]>>[CH2:16]([NH:26][C:13]([C@@H:11]1[CH2:12][C@H:10]1[C:7]1[CH:6]=[CH:5][C:4]([N+:1]([O-:3])=[O:2])=[CH:9][CH:8]=1)=[O:15])[CH2:17][CH2:18][CH2:19][CH2:20][CH2:21][CH2:22][CH2:23][CH2:24][CH3:25]. Procedure details: The title compound was prepared from trans-2-(4-nitrophenyl)cyclopropanecarboxylic acid and decylamine, substantially according to the procedure of Preparation 30. A 98% yield of a white, waxy solid, m.p. 127°-129° C., was obtained. Reactants: COC(CCCC(C/C=C/C(=CC(=O)O)C)C)(C)C (trans 11-methoxy-3,7,11-trimethyldodeca-2,4-dienoic acid), [H-].[K+] (potassium hydride). Run in C1=CC=CC=C1 (benzene). Yields the product COC(CCCC(CC=CC(=CC(=O)[O-])C)C)(C)C.[K+] (potassium 11-methoxy-3,7,11-trimethyldodeca-2,4-dienoate). Reaction SMILES: [CH3:1][O:2][C:3]([CH3:19])([CH3:18])[CH2:4][CH2:5][CH2:6][CH:7]([CH3:17])[CH2:8]/[CH:9]=[CH:10]/[C:11]([CH3:16])=[CH:12][C:13]([OH:15])=[O:14].[H-].[K+:21]>C1C=CC=CC=1>[CH3:1][O:2][C:3]([CH3:18])([CH3:19])[CH2:4][CH2:5][CH2:6][CH:7]([CH3:17])[CH2:8][CH:9]=[CH:10][C:11]([CH3:16])=[CH:12][C:13]([O-:15])=[O:14].[K+:21] |f:1.2,4.5|. Procedure: To a solution of 0.5 g. of trans, trans 11-methoxy-3,7,11-trimethyldodeca-2,4-dienoic acid in 15 ml. of benzene is added, with stirring, an equivalent amount of potassium hydride. The mixture is stirred at room temperature for about 2 hours and then evaporated to give potassium 11-methoxy-3,7,11-trimethyldodeca-2,4-dienoate. Reactants: C(C1=CC=CC=C1)N1CCNCC1 (N-benzylpiperazine), CCN(C(C)C)C(C)C (DIPEA), C(C)(C)(C)OC(=O)NCC(=O)O (tert-butoxycarbonylamino-acetic acid), C=1C=CC2=C(C1)N=NN2O (HOBT), CCN=C=NCCCN(C)C.Cl (EDCI.HCl). The solvent is O (water), CN(C)C=O (DMF). Conditions: time 8 hour. Product: C(C)(C)(C)OC(NCC(=O)N1CCN(CC1)CC1=CC=CC=C1)=O ([2-(4-benzyl-piperazin-1-yl)-2-oxo-ethyl]-carbamic acid tert-butyl ester). Isolated yield 70.4%. Reaction SMILES: CCN(C(C)C)C(C)C.[C:10]([O:14][C:15]([NH:17][CH2:18][C:19]([OH:21])=O)=[O:16])([CH3:13])([CH3:12])[CH3:11].C1C=CC2N(O)N=NC=2C=1.CCN=C=NCCCN(C)C.Cl.[CH2:44]([N:51]1[CH2:56][CH2:55][NH:54][CH2:53][CH2:52]1)[C:45]1[CH:50]=[CH:49][CH:48]=[CH:47][CH:46]=1>CN(C=O)C.O>[C:10]([O:14][C:15](=[O:16])[NH:17][CH2:18][C:19]([N:54]1[CH2:55][CH2:56][N:51]([CH2:44][C:45]2[CH:46]=[CH:47][CH:48]=[CH:49][CH:50]=2)[CH2:52][CH2:53]1)=[O:21])([CH3:11])([CH3:12])[CH3:13] |f:3.4|. Procedure: DIPEA (22.14 g, 171.3 mmol) was added to a stirred solution of tert-butoxycarbonylamino-acetic acid (10 g, 57.1 mmol) in DMF (40 mL). HOBT (9.25 g, 68.5 mmol) and EDCI.HCl (12.61 g, 68.5 mmol) were then added at room temperature. After 2 minutes N-benzylpiperazine (12.1 g, 68.5 mmol) was added, and the resulting mixture was stirred at room temperature overnight. Cold water was then added and the product was extracted with EtOAc and washed with brine. The organic phase was dried over Na2SO4 and c... Starting materials: N-thioaniline, S(=O)(Cl)Cl (thionyl chloride), NC1=C(C(=C(C(=O)OC)C=C1N)NC1=C(C=CC=C1)C)F (methyl 4,5-diamino-3-fluoro-2-(2-methyl-phenylamino)benzoate), C(C)(C)N(CC)C(C)C (diisopropylethylamine), C(C)OCC (diethyl ether). Solvent: C1(=CC=CC=C1)C (toluene). The product is FC1=C(C(=CC2=NSN=C21)C(=O)OC)NC2=C(C=CC=C2)C (methyl 7-fluoro-6-(2-methyl-phenylamino)-benzo[1,2,5]thiadiazole-5-carboxylate). As a reaction SMILES: [NH2:1][C:2]1[C:11]([NH2:12])=[CH:10][C:5]([C:6]([O:8][CH3:9])=[O:7])=[C:4]([NH:13][C:14]2[CH:19]=[CH:18][CH:17]=[CH:16][C:15]=2[CH3:20])[C:3]=1[F:21].C(N(C(C)C)CC)(C)C.C(OCC)C.[S:36](Cl)(Cl)=O>C1(C)C=CC=CC=1>[F:21][C:3]1[C:2]2[C:11](=[N:12][S:36][N:1]=2)[CH:10]=[C:5]([C:6]([O:8][CH3:9])=[O:7])[C:4]=1[NH:13][C:14]1[CH:19]=[CH:18][CH:17]=[CH:16][C:15]=1[CH3:20]. Procedure details: To a stirring solution comprised of methyl 4,5-diamino-3-fluoro-2-(2-methyl-phenylamino)-benzoate (from Step e, Example 1) and diisopropylethylamine (2 equiv.) in an appropriate solvent like diethyl ether or toluene is added a reagent like N-thioaniline or thionyl chloride (1.35 equiv.). The reaction mixture is brought to reflux for one hour. The mixture is quenched with dilute aqueous hydrochloric acid. The organic phase is washed with saturated aqueous sodium bicarbonate and brine, is dried (M...